From a dataset of the Open Reaction Database (ORD), a public repository of structured organic reaction records. describe an organic reaction: reactants, conditions, products, and yield As a reaction SMILES: Cl.[NH:2]1[CH2:7][CH2:6][CH:5]([C:8]2[C:12]3[CH:13]=[CH:14][CH:15]=[CH:16][C:11]=3[O:10][N:9]=2)[CH2:4][CH2:3]1.[CH3:17][C:18]1[NH:19][C:20]2[C:25]([C:26]=1[CH2:27][CH2:28][CH2:29]S(C1C=CC=CC=1)(=O)=O)=[CH:24][CH:23]=[CH:22][CH:21]=2.CN(C)C=O.C(=O)([O-])[O-].[K+].[K+]>O>[O:10]1[C:11]2[CH:16]=[CH:15][CH:14]=[CH:13][C:12]=2[C:8]([CH:5]2[CH2:4][CH2:3][N:2]([CH2:29][CH2:28][CH2:27][C:26]3[C:25]4[C:20](=[CH:21][CH:22]=[CH:23][CH:24]=4)[NH:19][C:18]=3[CH3:17])[CH2:7][CH2:6]2)=[N:9]1 |f:0.1,4.5.6|. Product: O1N=C(C2=C1C=CC=C2)C2CCN(CC2)CCCC2=C(NC1=CC=CC=C21)C (3-{3-[4-(1,2-benzisoxazol-3-yl)piperidyl]propyl}-2-methylindole). Procedure: A mixture of 1.67 g of 3-(4-piperidyl)-1,2-benzisoxazole hydrochloride, 2.47 g of 2-methyl-3-(phenylsulfonylpropyl)indole, 40 ml of dimethylformamide and 5.0 g of potassium carbonate was stirred under nitrogen at 90° for 4 hrs. The reaction mixture was poured into water. The precipitate was extracted with ethyl acetate and the ethyl acetate was washed with brine, dried over anhydrous magnesium sulfate and the solvent was removed in vacuo to yield an oil. The oil was combined with 1.39 g of previ... The yield is 61.2%. Run at time 4 hour. Reactants: Cl.N1CCC(CC1)C1=NOC2=C1C=CC=C2 (3-(4-piperidyl)-1,2-benzisoxazole hydrochloride), CC=1NC2=CC=CC=C2C1CCCS(=O)(=O)C1=CC=CC=C1 (2-methyl-3-(phenylsulfonylpropyl)indole), CN(C=O)C (dimethylformamide), C([O-])([O-])=O.[K+].[K+] (potassium carbonate). Run in O (water). Starting materials: NC[C@H]1C[C@H](C1)N1C=C(C2=C1N=CN=C2N)C2=CC(=CC=C2)OCC2=CC=CC=C2 (cis-7-(3-aminomethyl-cyclobutyl)-5-(3-benzyloxy-phenyl)-7H-pyrrolo[2,3-d]pyrimidin-4-ylamine), C(C(C)(C)C)(=O)Cl (pivaloyl chloride). Yields the product NC=1C2=C(N=CN1)N(C=C2C2=CC(=CC=C2)OCC2=CC=CC=C2)[C@H]2C[C@H](C2)CNC(C(C)(C)C)=O (cis-N-{3-[4-Amino-5-(3-benzyloxy-phenyl)-pyrrolo[2,3-d]pyrimidin-7-yl]-cyclobutylmethyl}-2,2-dimethyl-propionamide). Reaction SMILES: [NH2:1][CH2:2][C@@H:3]1[CH2:6][C@H:5]([N:7]2[C:11]3[N:12]=[CH:13][N:14]=[C:15]([NH2:16])[C:10]=3[C:9]([C:17]3[CH:22]=[CH:21][CH:20]=[C:19]([O:23][CH2:24][C:25]4[CH:30]=[CH:29][CH:28]=[CH:27][CH:26]=4)[CH:18]=3)=[CH:8]2)[CH2:4]1.[C:31](Cl)(=[O:36])[C:32]([CH3:35])([CH3:34])[CH3:33]>>[NH2:16][C:15]1[C:10]2[C:9]([C:17]3[CH:22]=[CH:21][CH:20]=[C:19]([O:23][CH2:24][C:25]4[CH:30]=[CH:29][CH:28]=[CH:27][CH:26]=4)[CH:18]=3)=[CH:8][N:7]([C@@H:5]3[CH2:4][C@H:3]([CH2:2][NH:1][C:31](=[O:36])[C:32]([CH3:35])([CH3:34])[CH3:33])[CH2:6]3)[C:11]=2[N:12]=[CH:13][N:14]=1. Procedure: cis-N-{3-[4-Amino-5-(3-benzyloxy-phenyl)-pyrrolo[2,3-d]pyrimidin-7-yl]-cyclobutylmethyl}-2,2-dimethyl-propionamide is prepared as described in Example 50 using cis-7-(3-aminomethyl-cyclobutyl)-5-(3-benzyloxy-phenyl)-7H-pyrrolo[2,3-d]pyrimidin-4-ylamine and pivaloyl chloride (Fluka, Buchs, Switzerland). Analytical HPLC: tR=7.25 min (Grad 2); ES-MS: m/eo=484.0. Starting materials: ClC1=C(C(=NC=N1)C(C)=O)C (1-(6-Chloro-5-methyl-4-pyrimidinyl)ethanone), ClC1=C(C(=NC=N1)C(C)=O)C (1-(6-Chloro-5-methyl-4-pyrimidinyl)ethanone), [BH4-].[Na+] (sodium borohydride). Run in C(C)O (ethanol). Run at time 2 hour. Yields the product ClC1=C(C(=NC=N1)C(C)O)C (1-(6-chloro-5-methyl-4-pyrimidinyl)ethanol), crude solid. As a reaction SMILES: [Cl:1][C:2]1[N:7]=[CH:6][N:5]=[C:4]([C:8](=[O:10])[CH3:9])[C:3]=1[CH3:11].[BH4-].[Na+]>C(O)C>[Cl:1][C:2]1[N:7]=[CH:6][N:5]=[C:4]([CH:8]([OH:10])[CH3:9])[C:3]=1[CH3:11] |f:1.2|. Procedure details: 1-(6-Chloro-5-methyl-4-pyrimidinyl)ethanone (Intermediate 43, 500 mg, 2.93 mmol) was dissolved in ethanol (10.0 mL), treated with sodium borohydride (111 mg, 2.93 mmol) and the resulting mixture was stirred at room temperature under argon for 2 hours. The solvent was removed under reduced pressure and the residue was diluted with water and extracted with ethyl acetate (×3). The ethyl acetate layers were combined, dried under magnesium sulfate and evaporated under reduced pressure to give the tit... Reactants: O (Water), CC(C)([O-])C.[K+] (Potassium tert-butoxide), C(C)(=O)N1C2=CC=CC=C2SC2=CC(=C3C(=C12)C=CC=C3)O (12-acetyl-5-hydroxy-12H-benzo[a]phenothiazine), CI (methyl iodide). The solvent is CN(C)C=O (DMF). Run at time 15 minute. The product is C(C)(=O)N1C2=CC=CC=C2SC2=CC(=C3C(=C12)C=CC=C3)OC (12-Acetyl-5-methoxy-12H-benzo[a]phenothiazine). Reaction SMILES: [CH3:1]C(C)([O-])C.[K+].[C:7]([N:10]1[C:23]2[C:18](=[CH:19][C:20]([OH:28])=[C:21]3[CH:27]=[CH:26][CH:25]=[CH:24][C:22]3=2)[S:17][C:16]2[C:11]1=[CH:12][CH:13]=[CH:14][CH:15]=2)(=[O:9])[CH3:8].CI.O>CN(C=O)C>[C:7]([N:10]1[C:23]2[C:18](=[CH:19][C:20]([O:28][CH3:1])=[C:21]3[CH:27]=[CH:26][CH:25]=[CH:24][C:22]3=2)[S:17][C:16]2[C:11]1=[CH:12][CH:13]=[CH:14][CH:15]=2)(=[O:9])[CH3:8] |f:0.1|. Procedure: Potassium tert-butoxide (800 mg) was added to a solution of 12-acetyl-5-hydroxy-12H-benzo[a]phenothiazine (950 mg) (from Example 3) and methyl iodide (1.5 ml) in DMF (10 ml) and stirred for 15 minutes. Water (80 ml) was added to the reaction mixture and the precipitate was filtered to afford the title compound. The reactants are BrC=1C=NC=C(C1)F (3-bromo-5-fluoropyridine), C1(CCC1)N (cyclobutylamine). Solvent: CN1CCCC1=O (NMP), CCOC(=O)C (EtOAc). Reaction conditions: temperature 200 celsius. Yields the product BrC=1C=C(C=NC1)NC1CCC1 ((5-Bromo-pyridin-3-yl)-cyclobutyl-amine). RXN SMILES: [Br:1][C:2]1[CH:3]=[N:4][CH:5]=[C:6](F)[CH:7]=1.[CH:9]1([NH2:13])[CH2:12][CH2:11][CH2:10]1>CN1C(=O)CCC1.CCOC(C)=O>[Br:1][C:2]1[CH:7]=[C:6]([NH:13][CH:9]2[CH2:12][CH2:11][CH2:10]2)[CH:5]=[N:4][CH:3]=1. Procedure details: A mixture of 3-bromo-5-fluoropyridine (Frontier Scientific, Logan, USA, 5.63 mmol) and cyclobutylamine (Fluka, Buchs, Switzerland, 12.38 mmol) in NMP (8 ml) was heated under microwave irradiation for 1 h at 190° C. and for 5.5 h at 200° C. The reaction mixture was diluted with EtOAc and washed with saturated aqueous NaHCO3, with brine (3×), dried over Na2SO4, filtered, evaporated and dried under vacuum to give the title compound as an off-white solid. (HPLC: tR 2.31 min (Method A); M+H=227, 229 ... Starting materials: CCOc1cc(OC)c(C(=O)O)cc1Cl, CN1CCc2c(N)cccc2C1. Product: CCOc1cc(OC)c(C(=O)Nc2cccc3c2CCN(C)C3)cc1Cl. RXN SMILES: [Cl:13][c:14]1[c:15]([O:25][CH2:26][CH3:27])[cH:16][c:17]([O:23][CH3:24])[c:18]([C:19](=[O:20])[OH:21])[cH:22]1.[NH2:1][c:2]1[c:3]2[c:8]([cH:9][cH:10][cH:11]1)[CH2:7][N:6]([CH3:12])[CH2:5][CH2:4]2>>[NH:1]([c:2]1[c:3]2[c:8]([cH:9][cH:10][cH:11]1)[CH2:7][N:6]([CH3:12])[CH2:5][CH2:4]2)[C:19]([c:18]1[c:17]([O:23][CH3:24])[cH:16][c:15]([O:25][CH2:26][CH3:27])[c:14]([Cl:13])[cH:22]1)=[O:20]. The reactants are FC1=C(C=C(C=C1)C)O (2-fluoro-5-methyl-phenol), C(C)OC(C#CC)=O (ethyl-2-butynoate), N12CCCCCC2=NCCC1 (1,8-diazabicyclo[5.4.0]undec-7-ene). Solvent: ClCCl (dichloromethane), O1CCCC1 (tetrahydrofuran). Reaction conditions: temperature 130 celsius, time 8 hour. Yields the product C(C)OC(C=C(C)OC1=C(C=CC(=C1)C)F)=O (3-(2-fluoro-5-methyl-phenoxy)-but-2-enoic acid ethyl ester). Isolated yield 52.8%. Reaction SMILES: [F:1][C:2]1[CH:7]=[CH:6][C:5]([CH3:8])=[CH:4][C:3]=1[OH:9].[CH2:10]([O:12][C:13](=[O:17])[C:14]#[C:15][CH3:16])[CH3:11].N12CCCN=C1CCCCC2>O1CCCC1.ClCCl>[CH2:10]([O:12][C:13](=[O:17])[CH:14]=[C:15]([O:9][C:3]1[CH:4]=[C:5]([CH3:8])[CH:6]=[CH:7][C:2]=1[F:1])[CH3:16])[CH3:11]. Reported procedure: A mixture of 2-fluoro-5-methyl-phenol (0.97 mL, 8.91 mmol) and ethyl-2-butynoate (2.0 g, 17.8 mmol) in tetrahydrofuran (13.7 mL) was treated with 1,8-diazabicyclo[5.4.0]undec-7-ene (1.33 mL, 8.91 mmol). The reaction was then heated at 130° C. for 4 h. At this time, the reaction was cooled to 25° C. and was stirred at 25° C. overnight. At this time, the reaction was diluted with dichloromethane (100 mL) and was washed with a 2N aqueous hydrochloric acid solution (1×100 mL), a 0.5N aqueous sodium ... As a reaction SMILES: [Cl:1][C:2]1[CH:11]=[CH:10][C:5]([C:6](=[O:9])[CH2:7][Br:8])=[CH:4][CH:3]=1.[CH3:12][N:13]([CH3:35])[C:14]1[CH:34]=[CH:33][C:17]([CH:18]=[N:19][N:20]2[CH:24]=[CH:23][N:22]=[C:21]2[C:25]2[CH:30]=[CH:29][C:28]([O:31][CH3:32])=[CH:27][CH:26]=2)=[CH:16][CH:15]=1>C(#N)C>[Br-:8].[Cl:1][C:2]1[CH:11]=[CH:10][C:5]([C:6](=[O:9])[CH2:7][N+:22]2[CH:23]=[CH:24][N:20]([N:19]=[CH:18][C:17]3[CH:16]=[CH:15][C:14]([N:13]([CH3:12])[CH3:35])=[CH:34][CH:33]=3)[C:21]=2[C:25]2[CH:26]=[CH:27][C:28]([O:31][CH3:32])=[CH:29][CH:30]=2)=[CH:4][CH:3]=1 |f:3.4|. Procedure: 0.93 g of p-chlorophenacyl bromide is added to a solution of 0.64 g of 1-[[p-(dimethylamino)benzylidene]amino]-2-(p-methoxyphenyl)imidazole in 20 ml of acetonitrile. After stirring at 60° for 6 hours, the mixture is left to stand for 16 hours and the product is removed by filtration and washed with ether. There is obtained 1-(p-chlorophenacyl)-3-[[p-(dimethylamino)benzylidene]amino]-2-(p-methoxyphenyl)imidazolium bromide of melting point 242°. Yields the product [Br-].ClC1=CC=C(C(C[N+]2=C(N(C=C2)N=CC2=CC=C(C=C2)N(C)C)C2=CC=C(C=C2)OC)=O)C=C1 (1-(p-chlorophenacyl)-3-[[p-(dimethylamino)benzylidene]amino]-2-(p-methoxyphenyl)imidazolium bromide). Reaction conditions: time 6 hour. The solvent is C(C)#N (acetonitrile). Starting materials: ClC1=CC=C(C(CBr)=O)C=C1 (p-chlorophenacyl bromide), CN(C1=CC=C(C=NN2C(=NC=C2)C2=CC=C(C=C2)OC)C=C1)C (1-[[p-(dimethylamino)benzylidene]amino]-2-(p-methoxyphenyl)imidazole). The reactants are COC(CC1=CC=C(C=C1)Br)=O (4-bromophenylacetic acid methyl ester), C[Si](C)(C)C#C (trimethylsilylacetylene), [Cl-] (chloride). The reagents and catalysts are [Cu]I (copper(I) iodide). Solvent: C(C)N(CC)CC (triethylamine). Product: COC(CC1=CC=C(C=C1)C#C[Si](C)(C)C)=O (4-(2-trimethylsilylethinyl)-phenylacetic acid methyl ester). Isolated yield 79.5%. Reaction SMILES: [CH3:1][O:2][C:3](=[O:12])[CH2:4][C:5]1[CH:10]=[CH:9][C:8](Br)=[CH:7][CH:6]=1.[CH3:13][Si:14]([C:17]#[CH:18])([CH3:16])[CH3:15].[Cl-]>C(N(CC)CC)C.[Cu]I>[CH3:1][O:2][C:3](=[O:12])[CH2:4][C:5]1[CH:10]=[CH:9][C:8]([C:18]#[C:17][Si:14]([CH3:16])([CH3:15])[CH3:13])=[CH:7][CH:6]=1. Reported procedure: A solution of 20 g of 4-bromophenylacetic acid methyl ester and 10.3 g of trimethylsilylacetylene in 650 ml of triethylamine is refluxed in the presence of 1.46 g of bis-triphenylphosphinepalladium(II) chloride and 227 mg of copper(I) iodide for 5 hours. The reaction mixture is concentrated by evaporation, the residue is spread between water and ethyl acetate, the organic phase is washed with saturated common salt solution, dried on sodium sulfate and concentrated by evaporation. The residue is ...